Task: describe an organic reaction: reactants, conditions, products, and yield. Dataset: the Open Reaction Database (ORD), a public repository of structured organic reaction records The reactants are CCO, CCCCCCCCCCCCCCCCCC(=O)O, NCCO. The product is CCCCCCCCCCCCCCCCCC(=O)NCCO. RXN SMILES: [CH3:25][CH2:26][OH:27].[CH3:5][CH2:6][CH2:7][CH2:8][CH2:9][CH2:10][CH2:11][CH2:12][CH2:13][CH2:14][CH2:15][CH2:16][CH2:17][CH2:18][CH2:19][CH2:20][CH2:21][C:22]([OH:23])=[O:24].[NH2:1][CH2:2][CH2:3][OH:4]>>[NH:1]([CH2:2][CH2:3][OH:4])[C:22]([CH2:21][CH2:20][CH2:19][CH2:18][CH2:17][CH2:16][CH2:15][CH2:14][CH2:13][CH2:12][CH2:11][CH2:10][CH2:9][CH2:8][CH2:7][CH2:6][CH3:5])=[O:23]. Reactants: ClCCl, O=C1Nc2ccccc2N(C(=O)CCl)c2cscc21, O=S(=O)(Cl)Cl. The product is O=C1Nc2ccccc2N(C(=O)CCl)c2c1csc2Cl. RXN SMILES: [CH2:25]([Cl:26])[Cl:27].[Cl:6][CH2:7][C:8](=[O:9])[N:10]1[c:11]2[c:12]([cH:22][s:23][cH:24]2)[C:13](=[O:21])[NH:14][c:15]2[c:16]1[cH:17][cH:18][cH:19][cH:20]2.[S:1]([Cl:2])(=[O:3])([Cl:4])=[O:5]>>[Cl:4][c:24]1[c:11]2[c:12]([cH:22][s:23]1)[C:13](=[O:21])[NH:14][c:15]1[c:16]([cH:17][cH:18][cH:19][cH:20]1)[N:10]2[C:8]([CH2:7][Cl:6])=[O:9]. Starting materials: Cc1ccccc1, CS(=O)(=O)c1cc(N)ccc1OC(F)(F)F, CCOC(C)=O, Cl, O=C(Cl)OC(Cl)(Cl)Cl. Yields the product CS(=O)(=O)c1cc(N=C=O)ccc1OC(F)(F)F. RXN SMILES: [CH3:18][c:19]1[cH:20][cH:21][cH:22][cH:23][cH:24]1.[CH3:1][S:2](=[O:3])(=[O:4])[c:5]1[cH:6][c:7]([NH2:8])[cH:9][cH:10][c:11]1[O:12][C:13]([F:14])([F:15])[F:16].[CH3:33][CH2:34][O:35][C:36](=[O:37])[CH3:38].[ClH:17].[O:25]=[C:26]([Cl:27])[O:28][C:29]([Cl:30])([Cl:31])[Cl:32]>>[CH3:1][S:2](=[O:3])(=[O:4])[c:5]1[cH:6][c:7]([N:8]=[C:26]=[O:25])[cH:9][cH:10][c:11]1[O:12][C:13]([F:14])([F:15])[F:16]. Reactants: BrB(Br)Br, CO, ClCCl, COc1ccc(F)cc1S(=O)(=O)N1CCOCC1. Yields the product O=S(=O)(c1cc(F)ccc1O)N1CCOCC1. RXN SMILES: [Br:19][B:20]([Br:21])[Br:22].[CH3:23][OH:24].[Cl:25][CH2:26][Cl:27].[F:1][c:2]1[cH:3][cH:4][c:5]([O:17][CH3:18])[c:6]([S:8](=[O:9])(=[O:10])[N:11]2[CH2:12][CH2:13][O:14][CH2:15][CH2:16]2)[cH:7]1>>[F:1][c:2]1[cH:3][cH:4][c:5]([OH:17])[c:6]([S:8](=[O:9])(=[O:10])[N:11]2[CH2:12][CH2:13][O:14][CH2:15][CH2:16]2)[cH:7]1. Starting materials: CN(C)C=NS(=O)(=O)c1cccc(Br)c1, O=C([O-])[O-], Cc1ccccc1, CCO, [Na+], [Na+], Cc1ccc(B(O)O)cc1, c1ccc(P(c2ccccc2)c2ccccc2)cc1. The product is Cc1ccc(-c2cccc(S(=O)(=O)N=CN(C)C)c2)cc1. Reaction SMILES: [Br:1][c:2]1[cH:3][c:4]([S:8](=[O:9])(=[O:10])[N:11]=[CH:12][N:13]([CH3:14])[CH3:15])[cH:5][cH:6][cH:7]1.[C:55](=[O:56])([O-:57])[O-:58].[CH3:45][c:46]1[cH:47][cH:48][cH:49][cH:50][cH:51]1.[CH3:52][CH2:53][OH:54].[Na+:59].[Na+:60].[c:16]1([CH3:25])[cH:17][cH:18][c:19]([B:22]([OH:23])[OH:24])[cH:20][cH:21]1.[c:26]1([P:27]([c:28]2[cH:29][cH:30][cH:31][cH:32][cH:33]2)[c:34]2[cH:35][cH:36][cH:37][cH:38][cH:39]2)[cH:40][cH:41][cH:42][cH:43][cH:44]1>>[c:2]1(-[c:19]2[cH:18][cH:17][c:16]([CH3:25])[cH:21][cH:20]2)[cH:3][c:4]([S:8](=[O:9])(=[O:10])[N:11]=[CH:12][N:13]([CH3:14])[CH3:15])[cH:5][cH:6][cH:7]1.